From a dataset of the Open Reaction Database (ORD), a public repository of structured organic reaction records. describe an organic reaction: reactants, conditions, products, and yield Reactants: N1(C)C(=O)N(C)C=2N=CNC2C1=O (theophylline), ClCCCCCCCO (7-chloro-1-heptanol), [OH-].[Na+] (sodium hydroxide). Run in O (water), CO (methanol). Conditions: temperature 70 celsius. Product: CN1C(=O)N(C=2N=CN(C2C1=O)CCCCCCCO)C (1,3-dimethyl-7-(7'-hydroxyheptyl)-xanthine). The yield is 21.4%. RXN SMILES: [N:1]1([C:12](=[O:13])[C:11]2[NH:10][CH:9]=[N:8][C:7]=2[N:5]([CH3:6])[C:3]1=[O:4])[CH3:2].[OH-].[Na+].Cl[CH2:17][CH2:18][CH2:19][CH2:20][CH2:21][CH2:22][CH2:23][OH:24]>O.CO>[CH3:2][N:1]1[C:12](=[O:13])[C:11]2[N:10]([CH2:17][CH2:18][CH2:19][CH2:20][CH2:21][CH2:22][CH2:23][OH:24])[CH:9]=[N:8][C:7]=2[N:5]([CH3:6])[C:3]1=[O:4] |f:1.2|. Procedure: 18 g of theophylline are added under stirring at room temperature to a solution of 4.1 g of sodium hydroxide in 50 ml of water and 50 ml of methanol. After stirring the mixture at 70° C. 15.8 g of 7-chloro-1-heptanol are added. The mixture is then maintained at 70° C. for 22 hours and then it is subjected to evaporation under reduced pressure until it is dry. The residue is dissolved in 150 ml of 1-N-sodium hydroxide and the mixture is extracted with methylene chloride. After washing out with wa... Product: C(#N)C1=NN(C(=C1SC(F)(F)F)C(C)O)C1=C(C=C(C=C1Cl)C(F)(F)F)Cl (3-cyano-1-(2,6-dichloro-4-trifluoromethylphenyl)-5-(1-hydroxyethyl)-4-trifluoromethylthiopyrazole), solid. Reaction conditions: temperature 0 celsius, time 10 minute. Reactants: C(#N)C1=NN(C(=C1SC(F)(F)F)C=O)C1=C(C=C(C=C1Cl)C(F)(F)F)Cl (3-cyano-1-(2,6-dichloro-4-trifluoromethylphenyl)-5-formyl-4-trifluoromethylthiopyrazole), Cl (hydrochloric acid), [I-] (iodide), C[Li] (Methyllithium). Procedure: Cooper (I) iodide (6.1 g, 0.032 mol) was suspended in anhydrous diethyl ether and cooled to 0° C. Methyllithium (1.6 M in diethyl ether, 40 ml, 0.064 mol) was added via cannula and stirred 10 minutes. A solution of the product of Example 3 (10 g, 0.023 mol) in diethyl ether was added via cannula creating a bright yellow suspension. After 15 minutes, 10% aqueous hydrochloric acid (40 ml) was added while venting the reaction vessel. The remaining suspension was filtered through Celite® and washed ... Run in C(C)OCC (diethyl ether), C(C)OCC (diethyl ether). As a reaction SMILES: [I-].[CH3:2][Li].[C:4]([C:6]1[C:10]([S:11][C:12]([F:15])([F:14])[F:13])=[C:9]([CH:16]=[O:17])[N:8]([C:18]2[C:23]([Cl:24])=[CH:22][C:21]([C:25]([F:28])([F:27])[F:26])=[CH:20][C:19]=2[Cl:29])[N:7]=1)#[N:5].Cl>C(OCC)C>[C:4]([C:6]1[C:10]([S:11][C:12]([F:14])([F:13])[F:15])=[C:9]([CH:16]([OH:17])[CH3:2])[N:8]([C:18]2[C:23]([Cl:24])=[CH:22][C:21]([C:25]([F:27])([F:28])[F:26])=[CH:20][C:19]=2[Cl:29])[N:7]=1)#[N:5].